This data is from the Open Reaction Database (ORD), a public repository of structured organic reaction records. The task is: describe an organic reaction: reactants, conditions, products, and yield Procedure details: Using the method of Example 81 and using 3,5-dichloro-4-((1-cyclohexyl-2-oxopyrrolidin-3-yl)methyl)phenyl trifluoromethanesulfonate (Example 240) (1.459 g, 3.07 mmol), 1-isobutyl-4-(4,4,5,5-tetramethyl-1,3,2-dioxaborolan-2-yl)-1H-pyrazole (2.3 g, 9.23 mmol) tetrakis(triphenylphosphine)palladium (0.355 g, 0.307 mmol), dimethoxyethane (15 mL) and sodium carbonate (2M, 5.4 mL) gives the title compound. Purify the crude material over silica gel (1/1 hexane in ethyl acetate) to yield 1.047 g (76%) of... Reaction SMILES: FC(F)(F)S(O[C:7]1[CH:12]=[C:11]([Cl:13])[C:10]([CH2:14][CH:15]2[CH2:19][CH2:18][N:17]([CH:20]3[CH2:25][CH2:24][CH2:23][CH2:22][CH2:21]3)[C:16]2=[O:26])=[C:9]([Cl:27])[CH:8]=1)(=O)=O.[CH2:30]([N:34]1[CH:38]=[C:37](B2OC(C)(C)C(C)(C)O2)[CH:36]=[N:35]1)[CH:31]([CH3:33])[CH3:32].C(=O)([O-])[O-].[Na+].[Na+]>C(COC)OC>[CH:20]1([N:17]2[CH2:18][CH2:19][CH:15]([CH2:14][C:10]3[C:11]([Cl:13])=[CH:12][C:7]([C:37]4[CH:36]=[N:35][N:34]([CH2:30][CH:31]([CH3:33])[CH3:32])[CH:38]=4)=[CH:8][C:9]=3[Cl:27])[C:16]2=[O:26])[CH2:25][CH2:24][CH2:23][CH2:22][CH2:21]1 |f:2.3.4|. The product is C1(CCCCC1)N1C(C(CC1)CC1=C(C=C(C=C1Cl)C=1C=NN(C1)CC(C)C)Cl)=O (1-Cyclohexyl-3-[2,6-dichloro-4-(1-isobutyl-1H-pyrazol-4-yl)-benzyl]-pyrrolidin-2-one). Run in C(OC)COC (dimethoxyethane). The reactants are FC(S(=O)(=O)OC1=CC(=C(C(=C1)Cl)CC1C(N(CC1)C1CCCCC1)=O)Cl)(F)F (3,5-dichloro-4-((1-cyclohexyl-2-oxopyrrolidin-3-yl)methyl)phenyl trifluoromethanesulfonate), C(C(C)C)N1N=CC(=C1)B1OC(C(O1)(C)C)(C)C (1-isobutyl-4-(4,4,5,5-tetramethyl-1,3,2-dioxaborolan-2-yl)-1H-pyrazole), C([O-])([O-])=O.[Na+].[Na+] (sodium carbonate).